From a dataset of the Open Reaction Database (ORD), a public repository of structured organic reaction records. describe an organic reaction: reactants, conditions, products, and yield Starting materials: O=C(Nc1ccc(Cl)c(NC(=O)c2cccc(Cl)c2)c1)c1ccc(CBr)nc1, CC1CNCC(C)N1. Yields the product CC1CN(Cc2ccc(C(=O)Nc3ccc(Cl)c(NC(=O)c4cccc(Cl)c4)c3)cn2)CC(C)N1. RXN SMILES: [Br:1][CH2:2][c:3]1[n:4][cH:5][c:6]([C:7](=[O:8])[NH:9][c:10]2[cH:11][c:12]([NH:17][C:18]([c:19]3[cH:20][c:21]([Cl:25])[cH:22][cH:23][cH:24]3)=[O:26])[c:13]([Cl:16])[cH:14][cH:15]2)[cH:27][cH:28]1.[CH3:29][CH:30]1[NH:31][CH:32]([CH3:36])[CH2:33][NH:34][CH2:35]1>>[CH2:2]([c:3]1[n:4][cH:5][c:6]([C:7](=[O:8])[NH:9][c:10]2[cH:11][c:12]([NH:17][C:18]([c:19]3[cH:20][c:21]([Cl:25])[cH:22][cH:23][cH:24]3)=[O:26])[c:13]([Cl:16])[cH:14][cH:15]2)[cH:27][cH:28]1)[N:34]1[CH2:33][CH:32]([CH3:36])[NH:31][CH:30]([CH3:29])[CH2:35]1.